Dataset: the Open Reaction Database (ORD), a public repository of structured organic reaction records. Task: describe an organic reaction: reactants, conditions, products, and yield Starting materials: 2-carboxyamidovinyl 3-acetamido-5-chlorophenyl sulfone, ClC(C(=O)N)CCl (2,3-dichloropropionamide), C(C)(=O)NC=1C=C(C=C(C1)Cl)S(=O)[O-].[Na+] (sodium 3acetamido-5-chlorobenzenesulfinate), C(C)(=O)[O-].[K+] (potassium acetate), Cl (hydrochloric acid). The solvent is C(C)O (ethanol). The product is NC=1C=C(C=C(C1)Cl)S(=O)(=O)C=CC(=O)OCC (2-carbethoxyvinyl 3-amino-5-chlorophenyl sulfone), 2carboxyamidovinyl 3-amino-5-chlorophenyl sulfone. RXN SMILES: C([NH:4][C:5]1[CH:6]=[C:7]([S:12]([O-:14])=[O:13])[CH:8]=[C:9]([Cl:11])[CH:10]=1)(=O)C.[Na+].[C:16]([O-])(=[O:18])[CH3:17].[K+].Cl[CH:22]([CH2:26]Cl)[C:23](N)=[O:24].Cl>C(O)C>[NH2:4][C:5]1[CH:6]=[C:7]([S:12]([CH:26]=[CH:22][C:23]([O:18][CH2:16][CH3:17])=[O:24])(=[O:13])=[O:14])[CH:8]=[C:9]([Cl:11])[CH:10]=1 |f:0.1,2.3|. Reported procedure: 2-carbethoxyvinyl 3-amino-5-chlorophenyl sulfone is prepared by reacting sodium 3acetamido-5-chlorobenzenesulfinate in aqueous ethanol solution, in the presence of potassium acetate, with 2,3-dichloropropionamide. The resulting 2-carboxyamidovinyl 3-acetamido-5-chlorophenyl sulfone is hydrolyzed with dilute hydrochloric acid to give 2carboxyamidovinyl 3-amino-5-chlorophenyl sulfone. The dried solid is boiled with ethanol under reflux for 2 hours in the presence of concentrated sulfuric acid. Aft... The reactants are COC=1C=CC(=C2C=CC(OC12)(C)C)NC=1C(=CC2=CC=CC=C2C1)C(=O)O (3-[(8-Methoxy-2,2-dimethyl-2H-chromen-5-yl)amino]-2-naphthoic Acid), FC(C(=O)OC(C(F)(F)F)=O)(F)F (trifluoroacetic anhydride). Run in ClCCl (dichloromethane). Reaction conditions: temperature 0 celsius, time 3 day. Product: COC=1C=C2C(=C3NC=4C=C5C(=CC4C(C13)=O)C=CC=C5)C=CC(O2)(C)C (6-Methoxy-3,3-dimethyl-3,14-dihydro-7H-benzo[b]pyrano[3, 2-h]acridin-7-one). Reaction SMILES: CO[C:3]1[CH:4]=[CH:5][C:6]([NH:15][C:16]2[C:17]([C:26]([OH:28])=O)=[CH:18][C:19]3[C:24]([CH:25]=2)=[CH:23][CH:22]=[CH:21][CH:20]=3)=[C:7]2[C:12]=1[O:11][C:10]([CH3:14])([CH3:13])[CH:9]=[CH:8]2.FC(F)(F)[C:31](OC(=O)C(F)(F)F)=[O:32]>ClCCl>[CH3:31][O:32][C:4]1[CH:3]=[C:12]2[O:11][C:10]([CH3:13])([CH3:14])[CH:9]=[CH:8][C:7]2=[C:6]2[C:5]=1[C:26](=[O:28])[C:17]1[CH:18]=[C:19]3[CH:20]=[CH:21][CH:22]=[CH:23][C:24]3=[CH:25][C:16]=1[NH:15]2. Reported procedure: To a solution containing 1.94 mmol of the compound obtained in Step 1 in 20 ml of anhydrous dichloromethane, maintained at 0° C. under argon, there are added 9.71 mmol of trifluoroacetic anhydride. After reacting for 3 days at ambient temperature, the reaction mixture is concentrated under reduced pressure. The residue is taken up in a mixture of dichloromethane and aqueous NaHCO3 solution. After extraction with dichloromethane, the combined organic phases are treated in conventional manner. Chr... The reactants are ClC=1C=C(C=CC1F)CC=C (3-(3-chloro-4-fluorophenyl)propene), C(C)OC1=CC=C(C=C1)[SiH](C)C ((4-ethoxyphenyl)dimethylsilane). The reagents and catalysts are [H+].[H+].Cl[Pt-2](Cl)(Cl)(Cl)(Cl)Cl (hexachloroplatinic acid). The solvent is C(C)(C)O (isopropanol). Reaction conditions: temperature 130 celsius. The product is C(C)OC1=CC=C(C=C1)[Si](CCCC1=CC(=C(C=C1)F)Cl)(C)C ((4-ethoxyphenyl)-(dimethyl)-(3-(3-chloro-4-fluorophenyl)propyl)silane). Yield: 81.5%. RXN SMILES: [Cl:1][C:2]1[CH:3]=[C:4]([CH2:9][CH:10]=[CH2:11])[CH:5]=[CH:6][C:7]=1[F:8].[CH2:12]([O:14][C:15]1[CH:20]=[CH:19][C:18]([SiH:21]([CH3:23])[CH3:22])=[CH:17][CH:16]=1)[CH3:13]>C(O)(C)C.[H+].[H+].Cl[Pt-2](Cl)(Cl)(Cl)(Cl)Cl>[CH2:12]([O:14][C:15]1[CH:20]=[CH:19][C:18]([Si:21]([CH3:22])([CH3:23])[CH2:11][CH2:10][CH2:9][C:4]2[CH:5]=[CH:6][C:7]([F:8])=[C:2]([Cl:1])[CH:3]=2)=[CH:17][CH:16]=1)[CH3:13] |f:3.4.5|. Procedure details: Three drops of a 30% strength solution of hexachloroplatinic acid in isopropanol were added with the aid of a pipette to a mixture of 234 g (1.37 mol) of 3-(3-chloro-4-fluorophenyl)propene and 261 g (1.45 mol) of (4-ethoxyphenyl)dimethylsilane. After a short time, an exothermic reaction took place and the mixture warmed to about 130° C. After cooling, the product was distilled in vacuo. 392 g (82%) of (4-ethoxyphenyl)-(dimethyl)-(3-(3-chloro-4-fluorophenyl)propyl)silane were obtained as a colorl... Starting materials: C=CCOc1cc(OS(=O)(=O)C(F)(F)F)ccc1C=C, ClCCl. Product: O=S(=O)(Oc1ccc2c(c1)OCC=C2)C(F)(F)F. As a reaction SMILES: [CH2:1]([CH:2]=[CH2:3])[O:4][c:5]1[cH:6][c:7]([O:13][S:14](=[O:15])(=[O:16])[C:17]([F:18])([F:19])[F:20])[cH:8][cH:9][c:10]1[CH:11]=[CH2:12].[Cl:21][CH2:22][Cl:23]>>[CH2:1]1[O:4][c:5]2[cH:6][c:7]([O:13][S:14](=[O:15])(=[O:16])[C:17]([F:18])([F:19])[F:20])[cH:8][cH:9][c:10]2[CH:11]=[CH:12]1. The reactants are BrC1=NC=CC=C1 (2-bromopyridine), C(C#C)OCCCCCCNCC1=CC=CC=C1 (N-[6-[(2-propynyl)oxy]hexyl]benzenemethanamine), cuprous iodide, C(C)NCC (diethylamine). Run in C([O-])(O)=O.[Na+] (sodium bicarbonate). Conditions: time 18 hour. Yields the product N1=C(C=CC=C1)C#CCOCCCCCCNCC1=CC=CC=C1 (N-[6-[[3-(2-Pyridinyl)-2-propynyl]oxy]hexyl]benzenemethanamine). The yield is 73.5%. RXN SMILES: Br[C:2]1[CH:7]=[CH:6][CH:5]=[CH:4][N:3]=1.[CH2:8]([O:11][CH2:12][CH2:13][CH2:14][CH2:15][CH2:16][CH2:17][NH:18][CH2:19][C:20]1[CH:25]=[CH:24][CH:23]=[CH:22][CH:21]=1)[C:9]#[CH:10].C(NCC)C>C(=O)(O)[O-].[Na+]>[N:3]1[CH:4]=[CH:5][CH:6]=[CH:7][C:2]=1[C:10]#[C:9][CH2:8][O:11][CH2:12][CH2:13][CH2:14][CH2:15][CH2:16][CH2:17][NH:18][CH2:19][C:20]1[CH:21]=[CH:22][CH:23]=[CH:24][CH:25]=1 |f:3.4|. Reported procedure: A mixture of 2-bromopyridine (2.0 g), N-[6-[(2-propynyl)oxy]hexyl]benzenemethanamine (3.2 g), BTPC (0.07 g), cuprous iodide (0.007 g), and diethylamine (20 ml) was stirred under nitrogen for 18 h, treated with aqueous sodium bicarbonate (1M, 50 ml), and extracted with diethyl ether (2×100 ml). The dried extract was evaporated and the residue was purified by FCC eluting with diethyl ether to give the title compound as a yellow oil (3.0 g), t.l.c. (diethyl ether) Rf 0.05.